From a dataset of the Open Reaction Database (ORD), a public repository of structured organic reaction records. describe an organic reaction: reactants, conditions, products, and yield Reactants: C1(CC1)C=1N=CC(=NC1OCC1CC1)C(=O)O (5-cyclopropyl-6-cyclopropylmethoxy-pyrazine-2-carboxylic acid), Cl.N[C@@H](CC(=O)N)C(C)C ((3S)-3-amino-4-methyl-pentanamide monohydrochloride). Yields the product C(N)(=O)C[C@@H](C(C)C)NC(=O)C1=NC(=C(N=C1)C1CC1)OCC1CC1 (5-Cyclopropyl-6-cyclopropylmethoxy-pyrazine-2-carboxylic acid ((S)-1-carbamoylmethyl-2-methyl-propyl)-amide). Reaction SMILES: [CH:1]1([C:4]2[N:5]=[CH:6][C:7]([C:15]([OH:17])=O)=[N:8][C:9]=2[O:10][CH2:11][CH:12]2[CH2:14][CH2:13]2)[CH2:3][CH2:2]1.Cl.[NH2:19][C@H:20]([CH:25]([CH3:27])[CH3:26])[CH2:21][C:22]([NH2:24])=[O:23]>>[C:22]([CH2:21][C@H:20]([NH:19][C:15]([C:7]1[CH:6]=[N:5][C:4]([CH:1]2[CH2:2][CH2:3]2)=[C:9]([O:10][CH2:11][CH:12]2[CH2:13][CH2:14]2)[N:8]=1)=[O:17])[CH:25]([CH3:27])[CH3:26])(=[O:23])[NH2:24] |f:1.2|. Procedure: The title compound was synthesized in analogy to Example 6 using 5-cyclopropyl-6-cyclopropylmethoxy-pyrazine-2-carboxylic acid (Example 10 g, 50 mg, 0.21 mmol) and (3S)-3-amino-4-methyl-pentanamide monohydrochloride (CAN 173336-51-1, 39 mg, 0.24 mmol) as starting materials and isolated (55 mg, 74%) as light yellow solid; LC-MS (UV peak area, ESI) 98%, 347.2082 (M+H)+. Starting materials: CCOC(=O)C(O)(CC(C)(C)c1cc(F)ccc1OC)C(F)(F)F, CO, [K+], [OH-]. Yields the product COc1ccc(F)cc1C(C)(C)CC(O)(C(=O)O)C(F)(F)F. RXN SMILES: [CH2:1]([CH3:2])[O:3][C:4]([C:5]([CH2:6][C:7]([CH3:8])([CH3:9])[c:10]1[c:11]([O:17][CH3:18])[cH:12][cH:13][c:14]([F:16])[cH:15]1)([C:19]([F:20])([F:21])[F:22])[OH:23])=[O:24].[CH3:27][OH:28].[K+:26].[OH-:25]>>[O:3]=[C:4]([C:5]([CH2:6][C:7]([CH3:8])([CH3:9])[c:10]1[c:11]([O:17][CH3:18])[cH:12][cH:13][c:14]([F:16])[cH:15]1)([C:19]([F:20])([F:21])[F:22])[OH:23])[OH:24]. Reactants: ClC=1C(=C(C=CC1)B(O)O)C(F)(F)F ((3-chloro-2-(trifluoromethyl)phenyl)boronic acid), FC(S(=O)(=O)OC1=CCN(CC1)C(=O)OC(C)(C)C)(F)F (tert-butyl 4-(((trifluoromethyl)sulfonyl)oxy)-5,6-dihydropyridine-1(2H)-carboxylate), C([O-])([O-])=O.[Na+].[Na+] (sodium carbonate), COCCOC (1,2-dimethoxyethane). The reagents and catalysts are C=1C=CC(=CC1)[P](C=2C=CC=CC2)(C=3C=CC=CC3)[Pd]([P](C=4C=CC=CC4)(C=5C=CC=CC5)C=6C=CC=CC6)([P](C=7C=CC=CC7)(C=8C=CC=CC8)C=9C=CC=CC9)[P](C=1C=CC=CC1)(C=1C=CC=CC1)C=1C=CC=CC1 (tetrakis(triphenylphosphine)palladium). Solvent: O (water). Conditions: temperature 80 celsius. Product: ClC=1C(=C(C=CC1)C1=CCN(CC1)C(=O)OC(C)(C)C)C(F)(F)F (tert-butyl 4-(3-chloro-2-(trifluoromethyl)phenyl)-5,6-dihydropyridine-1(2H)-carboxylate). Isolated yield 59.9%. Reaction SMILES: [Cl:1][C:2]1[C:3]([C:11]([F:14])([F:13])[F:12])=[C:4](B(O)O)[CH:5]=[CH:6][CH:7]=1.FC(F)(F)S(O[C:21]1[CH2:26][CH2:25][N:24]([C:27]([O:29][C:30]([CH3:33])([CH3:32])[CH3:31])=[O:28])[CH2:23][CH:22]=1)(=O)=O.C(=O)([O-])[O-].[Na+].[Na+].COCCOC>O.C1C=CC([P]([Pd]([P](C2C=CC=CC=2)(C2C=CC=CC=2)C2C=CC=CC=2)([P](C2C=CC=CC=2)(C2C=CC=CC=2)C2C=CC=CC=2)[P](C2C=CC=CC=2)(C2C=CC=CC=2)C2C=CC=CC=2)(C2C=CC=CC=2)C2C=CC=CC=2)=CC=1>[Cl:1][C:2]1[C:3]([C:11]([F:14])([F:13])[F:12])=[C:4]([C:21]2[CH2:26][CH2:25][N:24]([C:27]([O:29][C:30]([CH3:33])([CH3:32])[CH3:31])=[O:28])[CH2:23][CH:22]=2)[CH:5]=[CH:6][CH:7]=1 |f:2.3.4,^1:52,54,73,92|. Reported procedure: A mixture of (3-chloro-2-(trifluoromethyl)phenyl)boronic acid (0.453 g, 2.02 mmol), tert-butyl 4-(((trifluoromethyl)sulfonyl)oxy)-5,6-dihydropyridine-1(2H)-carboxylate (0.669 g, 2.02 mmol), tetrakis(triphenylphosphine)palladium (0.117 g, 0.1 mmol), sodium carbonate (2 M, 5 mL), and 1,2-dimethoxyethane (10 mL) was heated at 80° C. under microwave irradiation for 1 h. After cooling to ambient temperature, the mixture was diluted with water (80 mL) and extracted with ethyl acetate (80 mL). The extr... Reactants: FC(S(=O)(=O)OC1=CCC(C=C1/C=C/C#CC1=CC=C(C(=O)OCC)C=C1)(C)C)(F)F (ethyl (E)-4-(4-(2-(trifluoromethanesulfonyl)oxy-5,5-dimethyl-1,3-cyclohexadien-3-yl)but-3-ene-1-yn-1-yl)benzoate), FC(S(=O)(=O)OC1=CCC(C=C1/C=C/CCC1=CC=C(C(=O)OCC)C=C1)(C)C)(F)F (Ethyl (E)-4-(4-(2-(trifluoromethanesulfonyl)oxy-5,5-dimethyl-1,3-cyclohexadien-3-yl)but-3-ene- 1-yl)benzoate). Product: CC1=CC=C(C=C1)C1=CCC(C=C1/C=C/C#CC1=CC=C(C(=O)OCC)C=C1)(C)C (Ethyl (E)-4-(4-(2-(4-methylphenyl)-5,5-dimethyl-1 ,3-cyclohexadien-3-yl)but-3-ene-1-yn-1-yl)benzoate). As a reaction SMILES: FC(F)(F)S(O[C:7]1[C:12](/[CH:13]=[CH:14]/[C:15]#[C:16][C:17]2[CH:27]=[CH:26][C:20]([C:21]([O:23][CH2:24][CH3:25])=[O:22])=[CH:19][CH:18]=2)=[CH:11][C:10]([CH3:29])([CH3:28])[CH2:9][CH:8]=1)(=O)=O.FC(F)(F)S(O[C:38]1[C:43](/C=C/CCC2C=CC(C(OCC)=O)=CC=2)=[CH:42][C:41](C)([CH3:59])[CH2:40][CH:39]=1)(=O)=O>>[CH3:59][C:41]1[CH:42]=[CH:43][C:38]([C:7]2[C:12](/[CH:13]=[CH:14]/[C:15]#[C:16][C:17]3[CH:27]=[CH:26][C:20]([C:21]([O:23][CH2:24][CH3:25])=[O:22])=[CH:19][CH:18]=3)=[CH:11][C:10]([CH3:29])([CH3:28])[CH2:9][CH:8]=2)=[CH:39][CH:40]=1. Procedure details: Following General Procedure A, ethyl (E)-4-(4-(2-(trifluoromethanesulfonyl)oxy-5,5-dimethyl-1,3-cyclohexadien-3-yl)but-3-ene-1-yn-1-yl)benzoate (Compound 21, 46 mg, 0.098 mmol) was converted into the title compound. Starting materials: C(C)(C)NC(CSCC(=O)C1=CC=C(C=C1)C1=CC=CC=C1)=O ([2-(4-biphenylyl)-2-oxo-ethylthio]-acetic acid isopropylamide), OO (hydrogen peroxide). The solvent is C(C)(=O)O (acetic acid). Run at time 2 hour. Yields the product C(C)(C)NC(CS(=O)CC(=O)C1=CC=C(C=C1)C1=CC=CC=C1)=O ([2-(4-Biphenylyl)-2-oxo-ethyl-sulfinyl]-acetic acid isopropylamide). Yield: 71.4%. As a reaction SMILES: [CH:1]([NH:4][C:5](=[O:23])[CH2:6][S:7][CH2:8][C:9]([C:11]1[CH:16]=[CH:15][C:14]([C:17]2[CH:22]=[CH:21][CH:20]=[CH:19][CH:18]=2)=[CH:13][CH:12]=1)=[O:10])([CH3:3])[CH3:2].[OH:24]O>C(O)(=O)C>[CH:1]([NH:4][C:5](=[O:23])[CH2:6][S:7]([CH2:8][C:9]([C:11]1[CH:12]=[CH:13][C:14]([C:17]2[CH:18]=[CH:19][CH:20]=[CH:21][CH:22]=2)=[CH:15][CH:16]=1)=[O:10])=[O:24])([CH3:3])[CH3:2]. Procedure: A suspension of 2.0 gm (6.1 millimols) of [2-(4-biphenylyl)-2-oxo-ethylthio]-acetic acid isopropylamide in 20 ml of glacial acetic acid was admixed with 1.3 ml of 30% hydrogen peroxide, and the mixture was stirred at room temperature for 2 hours. The reaction product was precipitated with water and recrystallized from ethyl acetate after drying. Yield: 71.4% of theory; m.p. 138°-1/3°C. The reactants are FC1=C(C=CC(=C1)F)[C@]1(OC1)[C@H](C)O ((1S)-1-[(2R)-2-(2,4-difluorophenyl)-2-oxiranyl] ethanol), FC(OC1=CC=C(C=C1)N1N=CNC1=O)(F)F (2-(4-trifluoromethoxyphenyl)-3(2H,4H)-1,2,4-triazolone), FC1=C(C=CC(=C1)F)[C@]1([C@@H](C)N2C(N(N=C2)C2=CC=C(C=C2)OC(F)(F)F)=O)CO1 (4-[(1R,2S)-2-(2,4-difluorophenyl)-2,3-epoxy-1-methylpropyl]-2-(4-trifluoromethoxyphenyl)-3(2H,4H)-1,2,4-triazolone). Yields the product FC1=C(C=CC(=C1)F)[C@]1(OC1)[C@@H](C)OC1=NC=NN1C1=CC=C(C=C1)OC(F)(F)F ((2R)-2-(2,4-difluorophenyl)-2-[(1R)-1-[1-(4-trifluoromethoxyphenyl)-1H-1,2,4-triazol-5-yloxy]ethyl]oxirane). Isolated yield 29.8%. Reaction SMILES: [F:1][C:2]1[CH:7]=[C:6]([F:8])[CH:5]=[CH:4][C:3]=1[C@:9]1([C@@H:12]([OH:14])[CH3:13])[CH2:11][O:10]1.[F:15][C:16]([F:31])([F:30])[O:17][C:18]1[CH:23]=[CH:22][C:21]([N:24]2[C:28](=O)[NH:27][CH:26]=[N:25]2)=[CH:20][CH:19]=1.FC1C=C(F)C=CC=1[C@]1(OC1)[C@H](N1C=NN(C2C=CC(OC(F)(F)F)=CC=2)C1=O)C>>[F:1][C:2]1[CH:7]=[C:6]([F:8])[CH:5]=[CH:4][C:3]=1[C@:9]1([C@H:12]([O:14][C:28]2[N:24]([C:21]3[CH:22]=[CH:23][C:18]([O:17][C:16]([F:30])([F:15])[F:31])=[CH:19][CH:20]=3)[N:25]=[CH:26][N:27]=2)[CH3:13])[CH2:11][O:10]1. Procedure details: In the same manner as in Reference Example 5, starting from 1.53 g of (1S)-1-[(2R)-2-(2,4-difluorophenyl)-2-oxiranyl] ethanol and 1.50 g of 2-(4-trifluoromethoxyphenyl)-3(2H,4H)-1,2,4-triazolone, 4-[(1R,2S)-2-(2,4-difluorophenyl)-2,3-epoxy-1-methylpropyl]-2-(4-trifluoromethoxyphenyl)-3(2H,4H)-1,2,4-triazolone (829 mg) and 778 mg of (2R)-2-(2,4-difluorophenyl)-2-[(1R)-1-[1-(4-trifluoromethoxyphenyl)-1H-1,2,4-triazol-5-yloxy]ethyl]oxirane were obtained. Reactants: CC1=CC=C(O1)CNC1=NC=2C=CC=C(C2C=C1)N (N2-(5-methyl-furan-2-ylmethyl)-quinoline-2,5-diamine), FC1=CC=C(C=C1)S(=O)(=O)Cl (4-fluorobenzenesulfonylchloride). Product: CC1=CC=C(O1)CNC1=NC2=CC=CC(=C2C=C1)NS(=O)(=O)C1=CC=C(C=C1)F (N-{2-[(5-Methyl-furan-2-ylmethyl)-amino]-quinolin-5-yl}-4-fluorobenzenesulfonamide). As a reaction SMILES: [CH3:1][C:2]1[O:6][C:5]([CH2:7][NH:8][C:9]2[CH:18]=[CH:17][C:16]3[C:15]([NH2:19])=[CH:14][CH:13]=[CH:12][C:11]=3[N:10]=2)=[CH:4][CH:3]=1.[F:20][C:21]1[CH:26]=[CH:25][C:24]([S:27](Cl)(=[O:29])=[O:28])=[CH:23][CH:22]=1>>[CH3:1][C:2]1[O:6][C:5]([CH2:7][NH:8][C:9]2[CH:18]=[CH:17][C:16]3[C:11](=[CH:12][CH:13]=[CH:14][C:15]=3[NH:19][S:27]([C:24]3[CH:25]=[CH:26][C:21]([F:20])=[CH:22][CH:23]=3)(=[O:29])=[O:28])[N:10]=2)=[CH:4][CH:3]=1. Reported procedure: The title compound, MS: m/e=412.4 (M+H+), was prepared in accordance with the general method of example 39 from N2-(5-methyl-furan-2-ylmethyl)-quinoline-2,5-diamine and 4-fluorobenzenesulfonylchloride. As a reaction SMILES: [CH3:21][S:22](=[O:23])[CH3:24].[CH3:6][C:7]([CH3:8])([O-:9])[CH3:10].[ClH:3].[K+:11].[NH2:12][c:13]1[n:14][cH:15][n:16][cH:17][c:18]1[C:19]#[N:20].[NH2:1][OH:2].[NH2:4][OH:5]>>[N:1]([OH:2])=[C:19]([c:18]1[c:13]([NH2:12])[n:14][cH:15][n:16][cH:17]1)[NH2:20]. The reactants are CS(C)=O, CC(C)(C)[O-], Cl, [K+], N#Cc1cncnc1N, NO, NO. The product is NC(=NO)c1cncnc1N.